Dataset: the Open Reaction Database (ORD), a public repository of structured organic reaction records. Task: describe an organic reaction: reactants, conditions, products, and yield The reactants are CCOC(=O)c1cc(Oc2ccc(S(C)(=O)=O)cc2)c2cc(CBr)oc2c1, [H-], [Na+], O=C1CCCN1, CN(C)C=O, O. Yields the product CCOC(=O)c1cc(Oc2ccc(S(C)(=O)=O)cc2)c2cc(CN3CCCC3=O)oc2c1. RXN SMILES: [Br:9][CH2:10][c:11]1[o:12][c:13]2[c:14]([cH:15]1)[c:16]([O:25][c:26]1[cH:27][cH:28][c:29]([S:32](=[O:33])(=[O:34])[CH3:35])[cH:30][cH:31]1)[cH:17][c:18]([C:20](=[O:21])[O:22][CH2:23][CH3:24])[cH:19]2.[H-:8].[Na+:7].[O:1]=[C:2]1[NH:3][CH2:4][CH2:5][CH2:6]1.[O:37]=[CH:38][N:39]([CH3:40])[CH3:41].[OH2:36]>>[O:1]=[C:2]1[N:3]([CH2:10][c:11]2[o:12][c:13]3[c:14]([cH:15]2)[c:16]([O:25][c:26]2[cH:27][cH:28][c:29]([S:32](=[O:33])(=[O:34])[CH3:35])[cH:30][cH:31]2)[cH:17][c:18]([C:20](=[O:21])[O:22][CH2:23][CH3:24])[cH:19]3)[CH2:4][CH2:5][CH2:6]1. Yields the product C(C1=CC=CC=C1)OC=1C(=C(C(=O)O)C=CC1)C (3-benzyloxy-2-methylbenzoic acid). Starting materials: C(C1=CC=CC=C1)OC=1C(=C(C=CC1)[Mg]Cl)C ((3-benzyloxy-2-methylphenyl)magnesium chloride), C(=O)=O (carbon dioxide). As a reaction SMILES: [CH2:1]([O:8][C:9]1[C:10]([CH3:17])=[C:11]([Mg]Cl)[CH:12]=[CH:13][CH:14]=1)[C:2]1[CH:7]=[CH:6][CH:5]=[CH:4][CH:3]=1.[C:18](=[O:20])=[O:19]>>[CH2:1]([O:8][C:9]1[C:10]([CH3:17])=[C:11]([CH:12]=[CH:13][CH:14]=1)[C:18]([OH:20])=[O:19])[C:2]1[CH:7]=[CH:6][CH:5]=[CH:4][CH:3]=1. Procedure: The reaction of (3-benzyloxy-2-methylphenyl)magnesium chloride with carbon dioxide to give 3-benzyloxy-2-methylbenzoic acid can be carried out such that excess carbon dioxide gas is passed into the solution of the Grignard reagent (5) in THF. The alternative exists of initially introducing THF while passing in carbon dioxide gas and adding the Grignard solution. In this case, a suspension of the magnesium chloride salt of the acid (6) is formed first. The salt is hydrolyzed with sufficient aqueo... Reactants: CCO, CO, N#Cc1ccc(Oc2ccccc2F)cc1, N, [Ni]. The product is NCc1ccc(Oc2ccccc2F)cc1. Reaction SMILES: [CH3:17][CH2:18][OH:19].[CH3:21][OH:22].[F:1][c:2]1[c:3]([O:4][c:5]2[cH:6][cH:7][c:8]([C:9]#[N:10])[cH:11][cH:12]2)[cH:13][cH:14][cH:15][cH:16]1.[NH3:20].[Ni:23]>>[F:1][c:2]1[c:3]([O:4][c:5]2[cH:6][cH:7][c:8]([CH2:9][NH2:10])[cH:11][cH:12]2)[cH:13][cH:14][cH:15][cH:16]1. RXN SMILES: O[C:2]1([OH:20])[C:10](=[O:11])[C:9]2[C:4](=[CH:5][CH:6]=[C:7]([N+:16]([O-:18])=[O:17])[C:8]=2[NH:12][C:13](=[O:15])[CH3:14])[C:3]1=[O:19].[Se]=O.CC(O)=O.[CH:27]([C:30]1[CH:35]=[CH:34][CH:33]=[C:32]([O:36][CH3:37])[CH:31]=1)([CH3:29])[CH3:28]>O1CCOCC1>[OH:20][C:2]1([C:33]2[CH:34]=[CH:35][C:30]([CH:27]([CH3:29])[CH3:28])=[CH:31][C:32]=2[O:36][CH3:37])[C:10](=[O:11])[C:9]2[C:4](=[CH:5][CH:6]=[C:7]([N+:16]([O-:18])=[O:17])[C:8]=2[NH:12][C:13](=[O:15])[CH3:14])[C:3]1=[O:19]. Run at time 12 hour. Isolated yield 14.0%. Product: OC1(C(C2=CC=C(C(=C2C1=O)NC(C)=O)[N+](=O)[O-])=O)C1=C(C=C(C=C1)C(C)C)OC (N-(2-Hydroxy-2-(4-isopropyl-2-methoxyphenyl)-5-nitro-1,3-dioxo-2,3-dihydro-1H-inden-4-yl)acetamide). Solvent: O1CCOCC1 (dioxane). Reactants: C(C)(C)C1=CC(=CC=C1)OC (isopropyl-3-methoxybenzene), [Se]=O (selenium oxide), CC(=O)O (AcOH), OC1(C(C2=CC=C(C(=C2C1=O)NC(C)=O)[N+](=O)[O-])=O)O (N-(2,2-dihydroxy-5-nitro-1,3-dioxo-2,3-dihydro-1H-inden-4-yl)acetamide). Reported procedure: N-(2,2-dihydroxy-5-nitro-1,3-dioxo-2,3-dihydro-1H-inden-4-yl)acetamide (2.60 g, 11.1 mmol) was completely dissolved in anhydrous dioxane (20 ml). This solution was added with selenium oxide (2.70 g, 24.4 mmol) and AcOH (1.5 ml). The reaction mixture was heated for 7 hrs under reflux. After filtration at high temperature, the filtrate was concentrated to afford 1.79 g (100%). Trifluoroacetic solution of the resulting product was added with isopropyl-3-methoxybenzene (1.66 g, 11.1 mmol), followed ... Starting materials: CCOP(=O)(CC#N)OCC, C1CCOC1, CC(C)(C)[O-], CCOC(C)=O, C[Si](C)(C)CCOCn1cnc(Cl)c1C(=O)NCc1ccc(Cl)c(Oc2cc(Cl)cc(C=O)c2)c1F, [K+]. Yields the product C[Si](C)(C)CCOCn1cnc(Cl)c1C(=O)NCc1ccc(Cl)c(Oc2cc(Cl)cc(C=CC#N)c2)c1F. Reaction SMILES: [C:1](#[N:2])[CH2:3][P:4](=[O:5])([O:6][CH2:7][CH3:8])[O:9][CH2:10][CH3:11].[CH2:54]1[O:55][CH2:56][CH2:57][CH2:58]1.[CH3:12][C:13]([CH3:14])([O-:15])[CH3:16].[CH3:59][CH2:60][O:61][C:62]([CH3:63])=[O:64].[Cl:18][c:19]1[n:20][cH:21][n:22]([CH2:46][O:47][CH2:48][CH2:49][Si:50]([CH3:51])([CH3:52])[CH3:53])[c:23]1[C:24](=[O:25])[NH:26][CH2:27][c:28]1[c:29]([F:45])[c:30]([O:35][c:36]2[cH:37][c:38]([Cl:44])[cH:39][c:40]([CH:42]=[O:43])[cH:41]2)[c:31]([Cl:34])[cH:32][cH:33]1.[K+:17]>>[C:1](#[N:2])[CH:3]=[CH:42][c:40]1[cH:39][c:38]([Cl:44])[cH:37][c:36]([O:35][c:30]2[c:29]([F:45])[c:28]([CH2:27][NH:26][C:24]([c:23]3[c:19]([Cl:18])[n:20][cH:21][n:22]3[CH2:46][O:47][CH2:48][CH2:49][Si:50]([CH3:51])([CH3:52])[CH3:53])=[O:25])[cH:33][cH:32][c:31]2[Cl:34])[cH:41]1. Starting materials: Nc1ccc2ncnc(Nc3cccc(Br)c3)c2c1, CC=CC=CC(=O)O, CN1CCOCC1, CC(C)COC(=O)Cl, C1CCOC1, c1ccncc1. Product: CC=CC=CC(=O)Nc1ccc2ncnc(Nc3cccc(Br)c3)c2c1. RXN SMILES: [Br:24][c:25]1[cH:26][c:27]([NH:31][c:32]2[n:33][cH:34][n:35][c:36]3[cH:37][cH:38][c:39]([NH2:42])[cH:40][c:41]23)[cH:28][cH:29][cH:30]1.[C:1]([CH:2]=[CH:3][CH:4]=[CH:5][CH3:6])(=[O:7])[OH:8].[CH3:17][N:18]1[CH2:19][CH2:20][O:21][CH2:22][CH2:23]1.[Cl:9][C:10]([O:11][CH2:12][CH:13]([CH3:14])[CH3:15])=[O:16].[O:43]1[CH2:44][CH2:45][CH2:46][CH2:47]1.[cH:48]1[cH:49][cH:50][n:51][cH:52][cH:53]1>>[C:1]([CH:2]=[CH:3][CH:4]=[CH:5][CH3:6])(=[O:8])[NH:42][c:39]1[cH:38][cH:37][c:36]2[n:35][cH:34][n:33][c:32]([NH:31][c:27]3[cH:26][c:25]([Br:24])[cH:30][cH:29][cH:28]3)[c:41]2[cH:40]1. The reactants are N1=CC=C(C=C1)C1=C2C(=NN1)C1=CC=CC=C1CC2 (4,5-dihydro-3-(4-pyridyl)-2H-naphtho [1,2-c]pyrazole), C(C)O (ethanol), O1CCOCC1 (dioxane). Reagents/catalysts: [Pd] (palladium). The solvent is CO.C(Cl)Cl (methanol methylene dichloride). Conditions: time 15 minute. The product is N1=CC=C(C=C1)C1=C2C(=NN1)C1=CC=CC=C1C=C2 (3-(4-pyridyl)-2H-naphtho[1,2-c]pyrazole). As a reaction SMILES: [N:1]1[CH:6]=[CH:5][C:4]([C:7]2[NH:11][N:10]=[C:9]3[C:12]4[C:17]([CH2:18][CH2:19][C:8]=23)=[CH:16][CH:15]=[CH:14][CH:13]=4)=[CH:3][CH:2]=1.C(O)C.O1CCOCC1>[Pd].CO.C(Cl)Cl>[N:1]1[CH:6]=[CH:5][C:4]([C:7]2[NH:11][N:10]=[C:9]3[C:12]4[C:17]([CH:18]=[CH:19][C:8]=23)=[CH:16][CH:15]=[CH:14][CH:13]=4)=[CH:3][CH:2]=1 |f:4.5|. Procedure: A mixture of 6.0 grams of 4,5-dihydro-3-(4-pyridyl)-2H-naphtho [1,2-c]pyrazole, 6.0 grams of 5% palladium or carbon, 150 ml of absolute ethanol and 50 ml of dry dioxane are stired and refluxed for about 75 hours. The mixture is allowed to cool to room temperature, and is then treated with about 50 ml of 1:1 methanol/methylene dichloride. The mixture is stirred for about 15 minutes and then filtered through celite. The filtrate is concentrated in vacuo and the residue crystallized from ethanol/et... Starting materials: CCN(C(C)C)C(C)C, ClCc1nc2cccnc2s1, c1cnc(N2CCNCC2)nc1. The product is c1cnc(N2CCN(Cc3nc4cccnc4s3)CC2)nc1. Reaction SMILES: [CH:24]([N:25]([CH2:26][CH3:27])[CH:28]([CH3:29])[CH3:30])([CH3:31])[CH3:32].[Cl:1][CH2:2][c:3]1[s:4][c:5]2[n:6][cH:7][cH:8][cH:9][c:10]2[n:11]1.[N:12]1([c:18]2[n:19][cH:20][cH:21][cH:22][n:23]2)[CH2:13][CH2:14][NH:15][CH2:16][CH2:17]1>>[CH2:2]([c:3]1[s:4][c:5]2[n:6][cH:7][cH:8][cH:9][c:10]2[n:11]1)[N:15]1[CH2:14][CH2:13][N:12]([c:18]2[n:19][cH:20][cH:21][cH:22][n:23]2)[CH2:17][CH2:16]1. Starting materials: CC1=C(C=CC(=C1)N1CC(CC1)N1C(CCC1)C)N (2-methyl-4-(2-methyl-[1,3′]bipyrrolidinyl-1′-yl)-phenylamine), N1=C(C=CC2=CN=CC=C12)C(=O)O ([1,6]naphthyridine-2-carboxylic acid). Yields the product CC1=C(C=CC(=C1)N1CC(CC1)N1C(CCC1)C)NC(=O)C1=NC2=CC=NC=C2C=C1 ([1,6]Naphthyridine-2-carboxylic acid [2-methyl-4-(2-methyl-[1,3′]bipyrrolidinyl-1′-yl)-phenyl]-amide). As a reaction SMILES: [CH3:1][C:2]1[CH:7]=[C:6]([N:8]2[CH2:12][CH2:11][CH:10]([N:13]3[CH2:17][CH2:16][CH2:15][CH:14]3[CH3:18])[CH2:9]2)[CH:5]=[CH:4][C:3]=1[NH2:19].[N:20]1[C:29]2[C:24](=[CH:25][N:26]=[CH:27][CH:28]=2)[CH:23]=[CH:22][C:21]=1[C:30](O)=[O:31]>>[CH3:1][C:2]1[CH:7]=[C:6]([N:8]2[CH2:12][CH2:11][CH:10]([N:13]3[CH2:17][CH2:16][CH2:15][CH:14]3[CH3:18])[CH2:9]2)[CH:5]=[CH:4][C:3]=1[NH:19][C:30]([C:21]1[CH:22]=[CH:23][C:24]2[C:29](=[CH:28][CH:27]=[N:26][CH:25]=2)[N:20]=1)=[O:31]. Procedure details: The title compound was prepared in a manner substantially the same as example 1 by coupling 2-methyl-4-(2-methyl-[1,3′]bipyrrolidinyl-1′-yl)-phenylamine with [1,6]naphthyridine-2-carboxylic acid. MS: 416.4 (M+H).